Task: describe an organic reaction: reactants, conditions, products, and yield. Dataset: the Open Reaction Database (ORD), a public repository of structured organic reaction records Starting materials: C(C)(C)(C)OC(=O)N1CC(N(CC1)C(=O)C=1N=C(SC1C1=CC=C(C=C1)F)C)CC(=O)OCC(=O)C1=CC=C(C=C1)F ((RS)-4-{1-[5-(4-Fluorophenyl)-2-methylthiazol-4-yl]-methanoyl}-3-[2-(4-fluoro-phenyl)-2-oxo-ethoxycarbonylmethyl]-piperazine-1-carboxylic acid tert-butyl ester), 111, C(C)(=O)[O-].[NH4+] (ammonium acetate). The product is C(C)(C)(C)OC(=O)N1CC(N(CC1)C(=O)C=1N=C(SC1C1=CC=C(C=C1)F)C)CC=1NC=C(N1)C1=CC=C(C=C1)F ((RS)-3-[4-(4-Fluorophenyl)-1H-imidazol-2-ylmethyl]-4-{1-[5-(4-fluorophenyl)-2-methylthiazol-4-yl]-methanoyl}-piperazine-1-carboxylic acid tert-butyl ester), foam. Reaction SMILES: [C:1]([O:5][C:6]([N:8]1[CH2:13][CH2:12][N:11]([C:14]([C:16]2[N:17]=[C:18]([CH3:28])[S:19][C:20]=2[C:21]2[CH:26]=[CH:25][C:24]([F:27])=[CH:23][CH:22]=2)=[O:15])[CH:10]([CH2:29][C:30](OCC(C2C=CC(F)=CC=2)=O)=O)[CH2:9]1)=[O:7])([CH3:4])([CH3:3])[CH3:2].[C:43]([O-])(=O)[CH3:44].[NH4+:47]>>[C:1]([O:5][C:6]([N:8]1[CH2:13][CH2:12][N:11]([C:14]([C:16]2[N:17]=[C:18]([CH3:28])[S:19][C:20]=2[C:21]2[CH:26]=[CH:25][C:24]([F:27])=[CH:23][CH:22]=2)=[O:15])[CH:10]([CH2:29][C:30]2[NH:47][CH:10]=[C:9]([C:43]3[CH:44]=[CH:25][C:24]([F:27])=[CH:23][CH:22]=3)[N:8]=2)[CH2:9]1)=[O:7])([CH3:3])([CH3:2])[CH3:4] |f:1.2|. Reported procedure: (RS)-4-{1-[5-(4-Fluorophenyl)-2-methylthiazol-4-yl]-methanoyl}-3-[2-(4-fluoro-phenyl)-2-oxo-ethoxycarbonylmethyl]-piperazine-1-carboxylic acid tert-butyl ester from description 111 (0.360 g) and anhydrous ammonium acetate were heated to 140° C. under argon for 1.5 hours with stirring. After cooling, the reaction mixture was partitioned between dichloromethane and saturated potassium carbonate solution. The organic solution was washed with brine, dried (MgSO4) and evaporated. The residue was chro... Yield: 83.8%. The product is C(C)C1=CC=C(N1)C(C(=O)O)=O (5-ethyl-2-pyrrolylglyoxylic acid). The reactants are C(C)OC(C(=O)C=1NC(=CC1)CC)=O (5-ethyl-2-pyrrolylglyoxylic acid ethyl ester), [OH-].[Na+] (sodium hydroxide). As a reaction SMILES: C([O:3][C:4](=[O:14])[C:5]([C:7]1[NH:8][C:9]([CH2:12][CH3:13])=[CH:10][CH:11]=1)=[O:6])C.[OH-].[Na+]>O>[CH2:12]([C:9]1[NH:8][C:7]([C:5](=[O:6])[C:4]([OH:14])=[O:3])=[CH:11][CH:10]=1)[CH3:13] |f:1.2|. Procedure: A mixture of 5-ethyl-2-pyrrolylglyoxylic acid ethyl ester (1.95 g.) and sodium hydroxide (0.44 g.) in water (25 ml.) was heated on a steam bath for 1.5 hours. The mixture was cooled, filtered and the filtrate was acidified with 2 N hydrochloric acid. The solid was filtered off, washed with a little water, dried and crystallized from toluene to give 5-ethyl-2-pyrrolylglyoxylic acid (1.40 g.), M.P. 126°-128°). Found: C, 57.55; H, 5.53; N, 8.70. C8H9NO3 requires: C, 57.48; H, 5.43; N, 8.38%. Solvent: O (water). Reactants: C1(CCCCC1)C1=C(C=CC=C1)O (o-cyclohexylphenol), Cl.C(C1=CN=CC=C1)(=O)Cl (nicotinic acid chloride hydrochloride). The solvent is N1=CC=CC=C1 (pyridine). Conditions: temperature 30 celsius, time 24 hour. Product: Cl.C(C1=CN=CC=C1)(=O)OC1=C(C=CC=C1)C1CCCCC1 (o-cyclohexylphenyl nicotinate hydrochloride). Reaction SMILES: [CH:1]1([C:7]2[CH:12]=[CH:11][CH:10]=[CH:9][C:8]=2[OH:13])[CH2:6][CH2:5][CH2:4][CH2:3][CH2:2]1.Cl.[C:15]([Cl:23])(=[O:22])[C:16]1[CH:21]=[CH:20][CH:19]=[N:18][CH:17]=1>N1C=CC=CC=1>[ClH:23].[C:15]([O:13][C:8]1[CH:9]=[CH:10][CH:11]=[CH:12][C:7]=1[CH:1]1[CH2:2][CH2:3][CH2:4][CH2:5][CH2:6]1)(=[O:22])[C:16]1[CH:21]=[CH:20][CH:19]=[N:18][CH:17]=1 |f:1.2,4.5|. Procedure details: 15 g (85 mmol) of o-cyclohexylphenol and 16.5 g (93 mmol) of nicotinic acid chloride hydrochloride was mixed with 200 ml of dry pyridine and stirred for 24 hours at 30° C. After cooling precipitated pyridine hydrochloride was sucked off and 300 ml of water added. The precipitated raw product was washed with two 200 ml portions of water, dissolved in alcohol and reduced by means of a rotary evaporator. The remaining viscous oil was dissolved in 500 ml of dry ether and hydrochlorinated with HCl ga... The reactants are C(#N)C=1C=C(C=P(C2=CC=CC=C2)(C2=CC=CC=C2)C2=CC=CC=C2)C=C(C1)C#N (3,5-dicyanobenzylidenetriphenylphosphorane), [Br-].C(#N)C=1C=C(C[P+](C2=CC=CC=C2)(C2=CC=CC=C2)C2=CC=CC=C2)C=C(C1)C#N (3,5-dicyanobenzyltriphenylphosphonium bromide), C[Si](C)(C)[N-][Si](C)(C)C.[Na+] (sodium bis(trimethylsilyl)amide). Procedure details: kk) by using 3,5-dicyanobenzylidenetriphenylphosphorane prepared in situ by means of 3,5-dicyanobenzyltriphenylphosphonium bromide and sodium bis(trimethylsilyl)amide there is obtained 5-[(Z)-2-(1R,4S,5S,8R)-4,8-dimethyl-7-oxo-2,3-dioxabicyclo[3.3.1]nonan-4-yl]vinyl]isophthalonitrile [m.p. 85°]; Reaction SMILES: [C:1]([C:3]1[CH:4]=[C:5]([CH:26]=[C:27]([C:29]#[N:30])[CH:28]=1)C=P(C1C=CC=CC=1)(C1C=CC=CC=1)C1C=CC=CC=1)#[N:2].[Br-].C(C1C=C(C=C(C#N)C=1)C[P+](C1C=CC=CC=1)(C1C=CC=CC=1)C1C=CC=CC=1)#N.C[Si]([N-][Si](C)(C)C)(C)C.[Na+]>>[C:29](#[N:30])[C:27]1[CH:26]=[CH:5][CH:4]=[C:3]([C:1]#[N:2])[CH:28]=1 |f:1.2,3.4|. The product is C(C1=CC(C#N)=CC=C1)#N (isophthalonitrile). Starting materials: CC1=NC=C(C(=N1)Cl)CC(=O)OCC (Ethyl α-(2-methyl-4-chloro-5-pyrimidinyl)-acetate), FC(C=1C=C(C=CC1)O)(F)F (3-trifluoromethyl phenol), C([O-])([O-])=O.[K+].[K+] (potassium carbonate). The solvent is CN(C=O)C (dimethylformamide), CCOCC (ether). Product: CC1=NC=C(C(=N1)OC1=CC(=CC=C1)C(F)(F)F)CC(=O)OCC (ethyl α-[2-methyl-4-(3-trifluoromethylphenoxy)-5-pyrimidinyl]-acetate). As a reaction SMILES: [CH3:1][C:2]1[N:7]=[C:6](Cl)[C:5]([CH2:9][C:10]([O:12][CH2:13][CH3:14])=[O:11])=[CH:4][N:3]=1.[F:15][C:16]([F:25])([F:24])[C:17]1[CH:18]=[C:19]([OH:23])[CH:20]=[CH:21][CH:22]=1.C(=O)([O-])[O-].[K+].[K+]>CN(C)C=O.CCOCC>[CH3:1][C:2]1[N:7]=[C:6]([O:23][C:19]2[CH:20]=[CH:21][CH:22]=[C:17]([C:16]([F:15])([F:24])[F:25])[CH:18]=2)[C:5]([CH2:9][C:10]([O:12][CH2:13][CH3:14])=[O:11])=[CH:4][N:3]=1 |f:2.3.4|. Procedure: Ethyl α-(2-methyl-4-chloro-5-pyrimidinyl)-acetate (3 g, 14 mmol), 3-trifluoromethyl phenol (3 g, 14 mmol) and potassium carbonate (11 g, 80 mmol) in dimethylformamide (50 ml) are stirred at +80° C. for 3 hours. The mixture is diluted with ether and washed with brine. Drying over MgSO4 and evaporation of the solvent gives pure ethyl α-[2-methyl-4-(3-trifluoromethylphenoxy)-5-pyrimidinyl]-acetate as an oil. 1H(CDCl3); 8.36 (s, 1H); 7.50-7.25 (m, 4H); 3.90 (s, 2H); 3.85 (s, 3H); 2.5 (s, 3H).